This data is from the Open Reaction Database (ORD), a public repository of structured organic reaction records. The task is: describe an organic reaction: reactants, conditions, products, and yield Reactants: N1C=C(C2=CC=CC=C12)C1CC=CC=2C=CN3C(=NC21)CCC3 (2,3,5,6-Tetrahydro-5-(indol-3-yl)-1H-pyrrolo-[2,1-b][1,3]benzodiazepine), Cl (hydrogen chloride), pure product. Run in C(C)O (ethanol). Yields the product Cl.N1C=C(C2=CC=CC=C12)C1CC=CC=2C=CN3C(=NC21)CCC3 (2,3,5,6-Tetrahydro-5-(indol-3-yl)-1H-pyrrolo-[2,1-b][1,3]benzodiazepine hydrochloride). Reaction SMILES: [NH:1]1[C:9]2[C:4](=[CH:5][CH:6]=[CH:7][CH:8]=2)[C:3]([CH:10]2[C:20]3[N:19]=[C:18]4[CH2:21][CH2:22][CH2:23][N:17]4[CH:16]=[CH:15][C:14]=3[CH:13]=[CH:12][CH2:11]2)=[CH:2]1.[ClH:24]>C(O)C>[ClH:24].[NH:1]1[C:9]2[C:4](=[CH:5][CH:6]=[CH:7][CH:8]=2)[C:3]([CH:10]2[C:20]3[N:19]=[C:18]4[CH2:21][CH2:22][CH2:23][N:17]4[CH:16]=[CH:15][C:14]=3[CH:13]=[CH:12][CH2:11]2)=[CH:2]1 |f:3.4|. Reported procedure: A portion of the product of Example 3, 12 g., is suspended in 150 ml. of absolute ethanol and treated with one chemical equivalent of 5.02 N ethanolic hydrogen chloride. A clear solution results which is diluted with 200 ml. of anhydrous ether resulting in precipitation of the desired hydrochloride salt. The salt is collected on a filter and recrystallized from a mixture of 150 ml. of ethanol and 150 ml. of ether, yielding 9.3 g. (69.1%) of pure product, m.p. 262°-264° C. Starting materials: O (Water), N(=[N+]=[N-])C1=CC=C(C(=O)NCC)C=C1 (4-Azido-N-ethylbenzamide), C(C(C)C)(=O)CC(=O)OCC (ethyl isobutyrylacetate), [O-]CC.[Na+] (sodium ethoxide). Run in C(C)O (ethanol), C(C)O (ethanol). Conditions: temperature 50 celsius, time 63 hour. The product is C(C)NC(=O)C1=CC=C(C=C1)N1N=NC(=C1C(C)C)C(=O)O (1-{4-[(ethylamino)carbonyl]phenyl}-5-isopropyl-1H-1,2,3-triazole-4-carboxylic acid). The yield is 93.4%. RXN SMILES: [N:1]([C:4]1[CH:14]=[CH:13][C:7]([C:8]([NH:10][CH2:11][CH3:12])=[O:9])=[CH:6][CH:5]=1)=[N+:2]=[N-:3].[C:15]([CH2:20][C:21]([O:23]CC)=[O:22])(=O)[CH:16]([CH3:18])[CH3:17].[O-]CC.[Na+].O>C(O)C>[CH2:11]([NH:10][C:8]([C:7]1[CH:6]=[CH:5][C:4]([N:1]2[C:15]([CH:16]([CH3:18])[CH3:17])=[C:20]([C:21]([OH:23])=[O:22])[N:3]=[N:2]2)=[CH:14][CH:13]=1)=[O:9])[CH3:12] |f:2.3|. Reported procedure: 4-Azido-N-ethylbenzamide (0.94 g, 4.70 mmol) and ethyl isobutyrylacetate (1.03 g, 6.10 mmol, 1.3 eq.) were dissolved in ethanol (20 ml), sodium ethoxide (461 mg, 6.10 mmol, 1.3 eq.) was added, and the mixture was stirred at room temperature for 30 min and at 50° C. for 63 hr. Water (20 ml) was added to the reaction mixture, and ethanol was evaporated. The residue was diluted with 2% aqueous sodium carbonate solution (20 ml), and the mixture was washed with ethyl acetate-hexane (2:1, 50 ml). The ... Starting materials: FC=1C=C(CNC(=O)C2=C(N(C3=CC(=CC=C23)O)CC=2OC=CN2)C(C)C)C=CC1F (N-(3,4-difluorobenzyl)-6-hydroxy-2-isopropyl-1-(oxazol-2-ylmethyl)-1H-indole-3-carboxamide), FC=1C=C(CNC(=O)C2=C(N(C3=CC(=CC=C23)O)CC=2OC=CN2)C(C)C)C=CC1F (N-(3,4-difluorobenzyl)-6-hydroxy-2-isopropyl-1-(oxazol-2-ylmethyl)-1H-indole-3-carboxamide), BrC=1SC=CN1 (2-bromothiazole). Solvent: CS(=O)C (DMSO). The product is FC=1C=C(CNC(=O)C2=C(N(C3=CC(=CC=C23)OC=2SC=CN2)CC=2OC=CN2)C(C)C)C=CC1F (N-(3,4-Difluorobenzyl)-2-isopropyl-1-(oxazol-2-ylmethyl)-6-(thiazol-2-yloxy)-1H-indole-3-carboxamide). RXN SMILES: [F:1][C:2]1[CH:3]=[C:4]([CH:28]=[CH:29][C:30]=1[F:31])[CH2:5][NH:6][C:7]([C:9]1[C:17]2[C:12](=[CH:13][C:14]([OH:18])=[CH:15][CH:16]=2)[N:11]([CH2:19][C:20]2[O:21][CH:22]=[CH:23][N:24]=2)[C:10]=1[CH:25]([CH3:27])[CH3:26])=[O:8].Br[C:33]1[S:34][CH:35]=[CH:36][N:37]=1>CS(C)=O>[F:1][C:2]1[CH:3]=[C:4]([CH:28]=[CH:29][C:30]=1[F:31])[CH2:5][NH:6][C:7]([C:9]1[C:17]2[C:12](=[CH:13][C:14]([O:18][C:33]3[S:34][CH:35]=[CH:36][N:37]=3)=[CH:15][CH:16]=2)[N:11]([CH2:19][C:20]2[O:21][CH:22]=[CH:23][N:24]=2)[C:10]=1[CH:25]([CH3:27])[CH3:26])=[O:8]. Reported procedure: The title compound was prepared from N-(3,4-difluorobenzyl)-6-hydroxy-2-isopropyl-1-(oxazol-2-ylmethyl)-1H-indole-3-carboxamide (Compound 210), 2-bromothiazole and DMSO with heating following General Procedure N. Reactants: COC(CCNC(C1=CC=C(C=C1)C(CCC(C)(C)C)OC=1C=NC(=CC1)Cl)=O)=O (3-{4-[1-(6-chloro-pyridin-3-yloxy)-4,4-dimethyl-pentyl]-benzoylamino}-propionic acid methyl ester), palladium tetrakis triphenylphosphine, C(C)(C)(C)C1=CC=C(C=C1)B(O)O (4-tert-butylphenylboronic acid), [F-].[K+] (potassium fluoride), COC(CCCC(=O)C1=CC=C(C=C1)C(CCC(C)(C)C)OC=1C=NC(=CC1)C1=CC=C(C=C1)C(C)(C)C)=O (5-(4-{1-[6-(4-tert-butyl-phenyl)-pyridin-3-yloxy]-4,4-dimethyl-pentyl}-phenyl)-5-oxo-pentanoic acid methyl ester). Run in O (water), C1(=CC=CC=C1)C.O (toluene water), C(C)(=O)OCC (ethyl acetate). Product: COC(CCNC(C1=CC=C(C=C1)C(CCC(C)(C)C)OC=1C=NC(=CC1)C1=CC=C(C=C1)C(C)(C)C)=O)=O (3-(4-{1-[6-(4-tert-Butyl-phenyl)-pyridin-3-yloxy]-4,4-dimethyl-pentyl}-benzoylamino)-propionic acid methyl ester). Reaction SMILES: [CH3:1][O:2][C:3](=[O:30])[CH2:4][CH2:5][NH:6][C:7](=[O:29])[C:8]1[CH:13]=[CH:12][C:11]([CH:14]([O:21][C:22]2[CH:23]=[N:24][C:25](Cl)=[CH:26][CH:27]=2)[CH2:15][CH2:16][C:17]([CH3:20])([CH3:19])[CH3:18])=[CH:10][CH:9]=1.[C:31]([C:35]1[CH:40]=[CH:39][C:38](B(O)O)=[CH:37][CH:36]=1)([CH3:34])([CH3:33])[CH3:32].[F-].[K+].COC(=O)CCCC(C1C=CC(C(OC2C=NC(C3C=CC(C(C)(C)C)=CC=3)=CC=2)CCC(C)(C)C)=CC=1)=O>C1(C)C=CC=CC=1.O.C(OCC)(=O)C.O>[CH3:1][O:2][C:3](=[O:30])[CH2:4][CH2:5][NH:6][C:7](=[O:29])[C:8]1[CH:13]=[CH:12][C:11]([CH:14]([O:21][C:22]2[CH:23]=[N:24][C:25]([C:38]3[CH:39]=[CH:40][C:35]([C:31]([CH3:34])([CH3:33])[CH3:32])=[CH:36][CH:37]=3)=[CH:26][CH:27]=2)[CH2:15][CH2:16][C:17]([CH3:20])([CH3:19])[CH3:18])=[CH:10][CH:9]=1 |f:2.3,5.6|. Procedure: To a solution of 3-{4-[1-(6-chloro-pyridin-3-yloxy)-4,4-dimethyl-pentyl]-benzoylamino}-propionic acid methyl ester (84 mg, 0.19 mmol) in toluene:water (1:1) (2 mL) is added palladium tetrakis triphenylphosphine (22.47 mg, 0.1 mol %), 4-tert-butylphenylboronic acid (58 mg, 0.39 mmol). The reaction is purged with nitrogen and heated to reflux and the potassium fluoride (23 mg, 0.39 mmol) is added. The reaction is monitored by HPLC, and upon completion, allowed to cool to room temperature. The reac... Run at temperature 50 celsius. Reported procedure: To a solution of 2-(4-(4,4,5,5-tetramethyl-1,3,2-dioxaborolan-2-yl)-1H-pyrazol-1-yl)ethyl methanesulfonate (0.080 g, 0.253 mmol) in 0.5 mL N,N-dimethylformamide was added 1-methylpiperazine (0.281 mL, 2.53 mmol) and the reaction was sealed under nitrogen and heated to 50° C. for 2.5 hours. The reaction mixture was diluted with dichloromethane (3 mL) and then loaded directly onto a silica gel column pre-wetted and eluted with 15% methanol in dichloromethane containing 1% ammonium hydroxide to aff... The reactants are CS(=O)(=O)OCCN1N=CC(=C1)B1OC(C(O1)(C)C)(C)C (2-(4-(4,4,5,5-tetramethyl-1,3,2-dioxaborolan-2-yl)-1H-pyrazol-1-yl)ethyl methanesulfonate), CN1CCNCC1 (1-methylpiperazine). As a reaction SMILES: CS(O[CH2:6][CH2:7][N:8]1[CH:12]=[C:11]([B:13]2[O:17]C(C)(C)C(C)(C)[O:14]2)[CH:10]=[N:9]1)(=O)=O.[CH3:22][N:23]1[CH2:28][CH2:27][NH:26][CH2:25][CH2:24]1>CN(C)C=O.ClCCl>[CH3:22][N:23]1[CH2:28][CH2:27][N:26]([CH2:6][CH2:7][N:8]2[CH:12]=[C:11]([B:13]([OH:14])[OH:17])[CH:10]=[N:9]2)[CH2:25][CH2:24]1. Yields the product CN1CCN(CC1)CCN1N=CC(=C1)B(O)O (1-(2-(4-methylpiperazin-1-yl)ethyl)-1H-pyrazol-4-ylboronic acid). Isolated yield 63.2%. The solvent is ClCCl (dichloromethane), CN(C=O)C (N,N-dimethylformamide). Procedure details: Under a nitrogen atmosphere, 2-[2-(allyloxycarbonylamino)thiazol-4-yl]-2-(Z)-methoxyiminoacetic acid (248 mg, 0.87 mmol) was suspended in methylene chloride (5 ml) and the suspension was cooled to 0° C. 2-Chloro-4,6-dimethoxy-1,3,5-triazine (153 mg, 0.87 mmol) then N-methylmorpholine (0.095 ml, 0.87 mmol) were added and the resultant solution was stirred at 0° C. for 30 minutes. A methylene chloride solution (10 ml) of allyl 3-(propionyl)-7-(R,S)-amino-8-oxo-1,5-diazabicyclo[3.3.0]octa-2-ene-2-c... The reactants are C(C=C)OC(=O)NC=1SC=C(N1)/C(/C(=O)O)=N/OC (2-[2-(allyloxycarbonylamino)thiazol-4-yl]-2-(Z)-methoxyiminoacetic acid), resultant solution, ClC1=NC(=NC(=N1)OC)OC (2-Chloro-4,6-dimethoxy-1,3,5-triazine), CN1CCOCC1 (N-methylmorpholine), Cl.C(CC)(=O)C1=C(N2C(C(CN2C1)N)=O)C(=O)OCC=C (allyl 3-(propionyl)-7-(R,S)-amino-8-oxo-1,5-diazabicyclo[3.3.0]octa-2-ene-2-carboxylate hydrochloride), CN1CCOCC1 (N-methylmorpholine). Conditions: temperature 0 celsius. Isolated yield 56.8%. Yields the product C(CC)(=O)C1=C(N2C(C(CN2C1)NC(\C(=N/OC)\C=1N=C(SC1)NC(=O)OCC=C)=O)=O)C(=O)OCC=C (allyl 3-(propionyl)-7-(R,S)-[2-(2-(allyloxycarbonylamino)thiazol-4 -yl)-2-(Z)-methoxyiminoacetamido]-8-oxo-1,5-diazabicyclo[3.3.0]octa-2-ene-2-carboxylate). Run in C(C)(=O)OCC (ethyl acetate), C(Cl)Cl (methylene chloride), C(Cl)Cl (methylene chloride). Reaction SMILES: [CH2:1]([O:4][C:5]([NH:7][C:8]1[S:9][CH:10]=[C:11](/[C:13](=[N:17]/[O:18][CH3:19])/[C:14]([OH:16])=O)[N:12]=1)=[O:6])[CH:2]=[CH2:3].ClC1N=C(OC)N=C(OC)N=1.CN1CCOCC1.Cl.[C:39]([C:43]1[CH2:50][N:49]2[N:45]([C:46](=[O:52])[CH:47]([NH2:51])[CH2:48]2)[C:44]=1[C:53]([O:55][CH2:56][CH:57]=[CH2:58])=[O:54])(=[O:42])[CH2:40][CH3:41]>C(Cl)Cl.C(OCC)(=O)C>[C:39]([C:43]1[CH2:50][N:49]2[N:45]([C:46](=[O:52])[CH:47]([NH:51][C:14](=[O:16])/[C:13](/[C:11]3[N:12]=[C:8]([NH:7][C:5]([O:4][CH2:1][CH:2]=[CH2:3])=[O:6])[S:9][CH:10]=3)=[N:17]\[O:18][CH3:19])[CH2:48]2)[C:44]=1[C:53]([O:55][CH2:56][CH:57]=[CH2:58])=[O:54])(=[O:42])[CH2:40][CH3:41] |f:3.4|. RXN SMILES: C([O:3][C:4](=[O:21])[CH:5]([C:8]1([C:14]2[CH:19]=[CH:18][C:17]([Cl:20])=[CH:16][CH:15]=2)[CH2:13][CH2:12][O:11][CH2:10][CH2:9]1)C#N)C.[OH-].[K+]>C(O)CO.O>[Cl:20][C:17]1[CH:18]=[CH:19][C:14]([C:8]2([CH2:5][C:4]([OH:21])=[O:3])[CH2:9][CH2:10][O:11][CH2:12][CH2:13]2)=[CH:15][CH:16]=1 |f:1.2|. Isolated yield 125.2%. Run in C(CO)O (ethylene glycol), O (water). Product: ClC1=CC=C(C=C1)C1(CCOCC1)CC(=O)O ((4-{4-Chloro-phenyl}-tetrahydro-pyran-4-yl)-acetic acid). The reactants are C(C)OC(C(C#N)C1(CCOCC1)C1=CC=C(C=C1)Cl)=O ((4-{4-chloro-phenyl}-tetrahydro-pyran-4-yl)-cyano-acetic acid ethyl ester), [OH-].[K+] (potassium hydroxide). Procedure: A stirred solution of (4-{4-chloro-phenyl}-tetrahydro-pyran-4-yl)-cyano-acetic acid ethyl ester (3.3 g, Reference Example 22) in ethylene glycol (50 mL) was treated with a solution of potassium hydroxide (5 g) in water (10 mL) in one portion and then heated at reflux temperature for 23 hours. The resultant pale amber solution was evaporated and the oily residue was treated with water (50 mL). The mixture was washed with diethyl ether (20 mL), then ice-cooled, then acidified to pH 1 by addition o... The reactants are CCOC(=O)C(N)Cc1c[nH]c2ccccc12, O=Cc1ccc(OC(F)(F)F)cc1. Product: CCOC(=O)C1Cc2c([nH]c3ccccc23)C(c2ccc(OC(F)(F)F)cc2)N1. As a reaction SMILES: [CH2:1]([CH3:2])[O:3][C:4]([CH:5]([NH2:6])[CH2:7][c:8]1[cH:9][nH:10][c:11]2[cH:12][cH:13][cH:14][cH:15][c:16]12)=[O:17].[F:18][C:19]([O:20][c:21]1[cH:22][cH:23][c:24]([CH:25]=[O:26])[cH:27][cH:28]1)([F:29])[F:30]>>[CH2:1]([CH3:2])[O:3][C:4]([CH:5]1[NH:6][CH:25]([c:24]2[cH:23][cH:22][c:21]([O:20][C:19]([F:18])([F:29])[F:30])[cH:28][cH:27]2)[c:9]2[c:8]([c:16]3[c:11]([nH:10]2)[cH:12][cH:13][cH:14][cH:15]3)[CH2:7]1)=[O:17].